describe an organic reaction: reactants, conditions, products, and yield From a dataset of the Open Reaction Database (ORD), a public repository of structured organic reaction records. Yields the product CS(=O)Cc1cc(F)cc2c(C(CCO)c3ccc(Cl)cc3Cl)c[nH]c12. Reactants: CSCc1cc(F)cc2c(C(CCO)c3ccc(Cl)cc3Cl)c[nH]c12, ClCCl, O=C(OO)c1cccc(Cl)c1. As a reaction SMILES: [Cl:1][c:2]1[c:3]([CH:9]([CH2:10][CH2:11][OH:12])[c:13]2[cH:14][nH:15][c:16]3[c:17]([CH2:23][S:24][CH3:25])[cH:18][c:19]([F:22])[cH:20][c:21]23)[cH:4][cH:5][c:6]([Cl:8])[cH:7]1.[Cl:37][CH2:38][Cl:39].[OH:26][O:27][C:28]([c:29]1[cH:30][c:31]([Cl:32])[cH:33][cH:34][cH:35]1)=[O:36]>>[Cl:1][c:2]1[c:3]([CH:9]([CH2:10][CH2:11][OH:12])[c:13]2[cH:14][nH:15][c:16]3[c:17]([CH2:23][S:24]([CH3:25])=[O:26])[cH:18][c:19]([F:22])[cH:20][c:21]23)[cH:4][cH:5][c:6]([Cl:8])[cH:7]1. The reactants are COC1=CC=C(C=C1)C1=NN=C(O1)C(=O)N1CC(C1)OC1=CC=C(C=O)C=C1 (4-(1-(5-(4-Methoxyphenyl)-1,3,4-oxadiazole-2-carbonyl)azetidin-3-yloxy)benzaldehyde), FC(C(=O)O)(F)F.C(C)C1(CNC1)O (3-Ethylazetidin-3-ol trifluoroacetate), C(C)(=O)O[BH-](OC(C)=O)OC(C)=O.[Na+] (sodium triacetoxyborohydride), CCN(C(C)C)C(C)C (DIPEA). Run in C(Cl)Cl (DCM). Reaction conditions: time 20 minute. Product: C(C)C1(CN(C1)CC1=CC=C(OC2CN(C2)C(=O)C=2OC(=NN2)C2=CC=C(C=C2)OC)C=C1)O ((3-(4-((3-Ethyl-3-hydroxyazetidin-1-yl)methyl)phenoxy)azetidin-1-yl)(5-(4-methoxyphenyl)-1,3,4-oxadiazol-2-yl)methanone). Isolated yield 52.0%. Reaction SMILES: [CH3:1][O:2][C:3]1[CH:8]=[CH:7][C:6]([C:9]2[O:13][C:12]([C:14]([N:16]3[CH2:19][CH:18]([O:20][C:21]4[CH:28]=[CH:27][C:24]([CH:25]=O)=[CH:23][CH:22]=4)[CH2:17]3)=[O:15])=[N:11][N:10]=2)=[CH:5][CH:4]=1.FC(F)(F)C(O)=O.[CH2:36]([C:38]1([OH:42])[CH2:41][NH:40][CH2:39]1)[CH3:37].CCN(C(C)C)C(C)C.C(O[BH-](OC(=O)C)OC(=O)C)(=O)C.[Na+]>C(Cl)Cl>[CH2:36]([C:38]1([OH:42])[CH2:41][N:40]([CH2:25][C:24]2[CH:23]=[CH:22][C:21]([O:20][CH:18]3[CH2:19][N:16]([C:14]([C:12]4[O:13][C:9]([C:6]5[CH:7]=[CH:8][C:3]([O:2][CH3:1])=[CH:4][CH:5]=5)=[N:10][N:11]=4)=[O:15])[CH2:17]3)=[CH:28][CH:27]=2)[CH2:39]1)[CH3:37] |f:1.2,4.5|. Procedure: To a solution of 55A (0.20 g, 0.53 mmol) in DCM (10 mL) was added 70A (0.20 g, 0.93 mmol) followed by DIPEA (0.17 mL, 0.95 mmol). The mixture was stirred at RT for 20 min and then sodium triacetoxyborohydride (0.22 g, 1.05 mmol) was added. The mixture was stirred at RT overnight and then washed with an aqueous solution of Na2CO3. The organic solution was filtered through a phase separator and then the solvent was removed by evaporation. The product was purified on a silica gel column using ethyl...